This data is from the Open Reaction Database (ORD), a public repository of structured organic reaction records. The task is: describe an organic reaction: reactants, conditions, products, and yield Reactants: O=C(CC(=O)NCC=CC1=CC=CC=C1)C (3-oxo-N-(3-phenyl-2-propene-1-yl)butyramide), ClC=1C=C(C=O)C=CC1 (3-chlorobenzaldehyde), N1CCCCC1 (piperidine), C(C)(=O)OCC(CC(=O)OCC)=O (ethyl 4-acetoxy-3-oxobutyrate), C(C)(=O)[O-].[NH4+] (ammonium acetate). The solvent is CC(C)O (2-propanol), CC(C)O (2-propanol), C1=CC=CC=C1 (benzene), O (water). Run at temperature 120 celsius. The product is C(C)(=O)OCC=1NC(=C(C(C1C(=O)OCC)C1=CC(=CC=C1)Cl)C(NCC=CC1=CC=CC=C1)=O)C (ethyl 2-acetoxymethyl-4-(3-chlorophenyl)-6-methyl-5-(3-phenyl-2-propene-1-ylcarbamoyl)-1,4-dihydropyridine-3-carboxylate). RXN SMILES: O=[C:2]([CH3:16])[CH2:3][C:4]([NH:6][CH2:7][CH:8]=[CH:9][C:10]1[CH:15]=[CH:14][CH:13]=[CH:12][CH:11]=1)=[O:5].[Cl:17][C:18]1[CH:19]=[C:20]([CH:23]=[CH:24][CH:25]=1)[CH:21]=O.[NH:26]1CCCCC1.[C:32]([O:35][CH2:36][C:37](=O)[CH2:38][C:39]([O:41][CH2:42][CH3:43])=[O:40])(=[O:34])[CH3:33].C([O-])(=O)C.[NH4+]>C1C=CC=CC=1.CC(O)C.O>[C:32]([O:35][CH2:36][C:37]1[NH:26][C:2]([CH3:16])=[C:3]([C:4](=[O:5])[NH:6][CH2:7][CH:8]=[CH:9][C:10]2[CH:15]=[CH:14][CH:13]=[CH:12][CH:11]=2)[CH:21]([C:20]2[CH:23]=[CH:24][CH:25]=[C:18]([Cl:17])[CH:19]=2)[C:38]=1[C:39]([O:41][CH2:42][CH3:43])=[O:40])(=[O:34])[CH3:33] |f:4.5|. Procedure details: 652 mg (3.00 mmol) of 3-oxo-N-(3-phenyl-2-propene-1-yl)butyramide, 0.510 ml (3.00 mmol) of 3-chlorobenzaldehyde and 0.045 ml (0.30 mmol) of piperidine were heated under reflux in 37.5 ml of benzene overnight while water was removed. The reaction solution was washed with water and then dried over anhydrous magnesium sulfate. The solvent was evaporated under reduced pressure. The residue thus obtained, 564 mg (3.0 mmol) of ethyl 4-acetoxy-3-oxobutyrate and 278 mg (3.6 mmol) of ammonium acetate wer...